From a dataset of the Open Reaction Database (ORD), a public repository of structured organic reaction records. describe an organic reaction: reactants, conditions, products, and yield Starting materials: C(CC)OCCCCN1CCC(CC1)=O (1-(4-propoxybutyl)-4-piperidone), Cl.NO (hydroxylamine hydrochloride). The product is C(CC)OCCCCN1CCC(CC1)=NO (1-(4-Propoxybutyl)-4-piperidone oxime). Reaction SMILES: [CH2:1]([O:4][CH2:5][CH2:6][CH2:7][CH2:8][N:9]1[CH2:14][CH2:13][C:12](=O)[CH2:11][CH2:10]1)[CH2:2][CH3:3].Cl.[NH2:17][OH:18]>>[CH2:1]([O:4][CH2:5][CH2:6][CH2:7][CH2:8][N:9]1[CH2:14][CH2:13][C:12](=[N:17][OH:18])[CH2:11][CH2:10]1)[CH2:2][CH3:3] |f:1.2|. Procedure: 1-(4-Propoxybutyl)-4-piperidone oxime is prepared from 1-(4-propoxybutyl)-4-piperidone and hydroxylamine hydrochloride essentially as described above in Example 38, Scheme C, step b. Isolated yield 2.1%. The solvent is O (water), CN1CCCC1=O (NMP). Starting materials: C(C1=CC=CC=C1)OC1=CC=C(C=C1)CCl (1-benzyloxy-4-chloromethyl-benzene), [N-]=[N+]=[N-].[Na+] (sodium azide), C(#C)C=1C(=NC(=CC1)N)N (3-ethynyl-pyridin-2,6-diamine), C([O-])(O)=O.[Na+] (sodium bicarbonate). Procedure details: To a solution of NMP (200 μL) and water (200 μL) of 3-ethynyl-pyridin-2,6-diamine (20 mg) described in Manufacturing Example 4-3 were added 1-benzyloxy-4-chloromethyl-benzene (37 mg), sodium azide (15 mg), copper sulfate (4.8 mg), and copper (7.4 mg) at room temperature, and this mixture was irradiated for 30 seconds at no higher than 125° C. with 100 W microwaves. Aqueous sodium bicarbonate was added to the reaction mixture, which was extracted with ethyl acetate. The solvent was evaporated fro... Reaction SMILES: [C:1]([C:3]1[C:4]([NH2:10])=[N:5][C:6]([NH2:9])=[CH:7][CH:8]=1)#[CH:2].[CH2:11]([O:18][C:19]1[CH:24]=[CH:23][C:22]([CH2:25]Cl)=[CH:21][CH:20]=1)[C:12]1[CH:17]=[CH:16][CH:15]=[CH:14][CH:13]=1.[N-:27]=[N+:28]=[N-:29].[Na+].C(=O)(O)[O-].[Na+]>S([O-])([O-])(=O)=O.[Cu+2].[Cu].O.CN1C(=O)CCC1>[CH2:11]([O:18][C:19]1[CH:24]=[CH:23][C:22]([CH2:25][N:27]2[CH:2]=[C:1]([C:3]3[C:4]([NH2:10])=[N:5][C:6]([NH2:9])=[CH:7][CH:8]=3)[N:29]=[N:28]2)=[CH:21][CH:20]=1)[C:12]1[CH:17]=[CH:16][CH:15]=[CH:14][CH:13]=1 |f:2.3,4.5,6.7|. The reagents and catalysts are S(=O)(=O)([O-])[O-].[Cu+2] (copper sulfate), [Cu] (copper). Product: C(C1=CC=CC=C1)OC1=CC=C(CN2N=NC(=C2)C=2C(=NC(=CC2)N)N)C=C1 (3-(1-(4-Benzyloxy-benzyl)-1H-[1,2,3]triazol-4-yl)-pyridin-2,6-diamine). Reactants: NC=1C=C2NC(C(N(C2=CC1Cl)CC(=O)OC)=O)=O (6-amino-7-chloro-1-(methoxycarbonylmethyl)-2,3(1H,4H)-quinoxalinedione), CC(CCC(C)=O)=O (2,5-hexanedione), ice water. Solvent: C(C)(=O)O (acetic acid). Yields the product ClC1=C(C=C2NC(C(N(C2=C1)CC(=O)OC)=O)=O)N1C(=CC=C1C)C (7-Chloro-6-(2,5-dimethyl-1-pyrrolyl)-1-(methoxycarbonylmethyl)-2,3(1H,4H)-quinoxalinedione). Isolated yield 75.3%. Reaction SMILES: [NH2:1][C:2]1[CH:3]=[C:4]2[C:9](=[CH:10][C:11]=1[Cl:12])[N:8]([CH2:13][C:14]([O:16][CH3:17])=[O:15])[C:7](=[O:18])[C:6](=[O:19])[NH:5]2.[CH3:20][C:21](=O)[CH2:22][CH2:23][C:24](=O)[CH3:25]>C(O)(=O)C>[Cl:12][C:11]1[CH:10]=[C:9]2[C:4]([NH:5][C:6](=[O:19])[C:7](=[O:18])[N:8]2[CH2:13][C:14]([O:16][CH3:17])=[O:15])=[CH:3][C:2]=1[N:1]1[C:24]([CH3:25])=[CH:23][CH:22]=[C:21]1[CH3:20]. Reported procedure: 6.0 g (20.2 mmol) of 6-amino-7-chloro-1-(methoxycarbonylmethyl)-2,3(1H,4H)-quinoxalinedione and 2.4 ml (20.2 mmol) of 2,5-hexanedione were refluxed in 75 ml of glacial acetic acid for 0.5 h. The mixture was then poured into ice-water and the precipitate was filtered off with suction to yield 5.5 g (74%) of the product.